From a dataset of the Open Reaction Database (ORD), a public repository of structured organic reaction records. describe an organic reaction: reactants, conditions, products, and yield Reactants: Pd (Ph3P)4, ClN1CC2=CC(=CC=C2C(=C1)Cl)OC (2,4-dichloro-7-methoxyisoquinolin), C(C)(C)OC1=CC=C(C=C1)B(O)O (4-isopropoxyphenylboronic acid), C(=O)([O-])[O-].[K+].[K+] (K2CO3). Solvent: O1CCOCC1 (1,4-Dioxane), O (water). Reaction conditions: temperature 90 celsius, time 20 minute. Product: ClC1=CN(CC2=CC(=CC=C12)OC)C1=CC=C(C=C1)OC(C)C (4-chloro-2-(4-isopropoxyphenyl)-7-methoxyisoquinoline). The yield is 83.9%. Reaction SMILES: Cl[N:2]1[CH:11]=[C:10]([Cl:12])[C:9]2[C:4](=[CH:5][C:6]([O:13][CH3:14])=[CH:7][CH:8]=2)[CH2:3]1.[CH:15]([O:18][C:19]1[CH:24]=[CH:23][C:22](B(O)O)=[CH:21][CH:20]=1)([CH3:17])[CH3:16].C([O-])([O-])=O.[K+].[K+]>O1CCOCC1.O>[Cl:12][C:10]1[C:9]2[C:4](=[CH:5][C:6]([O:13][CH3:14])=[CH:7][CH:8]=2)[CH2:3][N:2]([C:22]2[CH:23]=[CH:24][C:19]([O:18][CH:15]([CH3:17])[CH3:16])=[CH:20][CH:21]=2)[CH:11]=1 |f:2.3.4|. Reported procedure: To a solution of 2,4-dichloro-7-methoxyisoquinolin (0.7 g, 3.07 mmol), 4-isopropoxyphenylboronic acid (0.60 g, 3.38 mmol) in 1,4-Dioxane (15 ml) and water (10 ml) was added K2CO3 (0.84 g, 6.14 mmol). The reaction mass was degasified for 20 min. Pd (Ph3P)4 (0.17 g, 0.15 mmol) was added to the above reaction mass and degasified again for 5 min at room temperature. The reaction vessel (Pressure tube) was sealed and heated at 90° C. for 18 h. The reaction mass was evaporated under reduced pressure. ...